This data is from the Open Reaction Database (ORD), a public repository of structured organic reaction records. The task is: describe an organic reaction: reactants, conditions, products, and yield The reactants are CS(C)=O, COC(=O)C12CC1CCC2=O, N#C[Na]. Yields the product COC(=O)C1C(=O)CCC1CC#N. Reaction SMILES: [CH3:15][S:16](=[O:17])[CH3:18].[CH3:4][O:5][C:6](=[O:7])[C:8]12[C:9](=[O:14])[CH2:10][CH2:11][CH:12]1[CH2:13]2.[Na:1][C:2]#[N:3]>>[C:2](#[N:3])[CH2:13][CH:12]1[CH:8]([C:6]([O:5][CH3:4])=[O:7])[C:9](=[O:14])[CH2:10][CH2:11]1. The reactants are CC#N.CO.C(Cl)Cl (CH3CN MeOH CH2Cl2), FC1=C(CN2N=C(N=C2C=2SC=CN2)C(N)=N)C=CC=C1 (1-(2-fluorobenzyl)-5-(thiazol-2-yl)-1H-1,2,4-triazole-3-carboximidamide), C(C)OC=CC#N (3-ethoxyacrylonitrile), C1CCC2=NCCCN2CC1 (DBU). Run in N1=CC=CC=C1 (pyridine). Conditions: temperature 110 celsius, time 46 hour. The product is FC1=C(CN2N=C(N=C2C=2SC=CN2)C2=NC=CC(=N2)N)C=CC=C1 (2-(1-(2-fluorobenzyl)-5-(thiazol-2-yl)-1H-1,2,4-triazol-3-yl)pyrimidin-4-amine), solid. The yield is 78.0%. Reaction SMILES: [F:1][C:2]1[CH:21]=[CH:20][CH:19]=[CH:18][C:3]=1[CH2:4][N:5]1[C:9]([C:10]2[S:11][CH:12]=[CH:13][N:14]=2)=[N:8][C:7]([C:15](=[NH:17])[NH2:16])=[N:6]1.C(O[CH:25]=[CH:26][C:27]#[N:28])C.C1CCN2C(=NCCC2)CC1.CC#N.CO.C(Cl)Cl>N1C=CC=CC=1>[F:1][C:2]1[CH:21]=[CH:20][CH:19]=[CH:18][C:3]=1[CH2:4][N:5]1[C:9]([C:10]2[S:11][CH:12]=[CH:13][N:14]=2)=[N:8][C:7]([C:15]2[N:16]=[C:27]([NH2:28])[CH:26]=[CH:25][N:17]=2)=[N:6]1 |f:3.4.5|. Reported procedure: To 1-(2-fluorobenzyl)-5-(thiazol-2-yl)-1H-1,2,4-triazole-3-carboximidamide (Intermediate-6, 0.33 mmol) was added a stock solution of 3-ethoxyacrylonitrile (3 equiv) and DBU (1 equiv) in pyridine (3 mL). The reaction was warmed to 110° C. and stirred for 46 h. The reaction mixture was conc. and purified using SiO2 chromatography and an appropriate gradient (CH3CN/MeOH/CH2Cl2) to afford 2-(1-(2-fluorobenzyl)-5-(thiazol-2-yl)-1H-1,2,4-triazol-3-yl)pyrimidin-4-amine (I-48) as a light tan solid (78% ... Starting materials: COC(CO)=O (hydroxyacetic acid methyl ester), C1(=CC=C(C=C1)C1=CC2=C(N(C(=N2)S(=O)(=O)C)COCC[Si](C)(C)C)C=C1)C1=CC=CC=C1 (5-Biphenyl-4-yl-2-methanesulfonyl-1-(2-trimethylsilanyl-ethoxymethyl)-1H-benzoimidazole), C1(=CC=C(C=C1)C1=CC2=C(N(C(=N2)S(=O)(=O)C)COCC[Si](C)(C)C)C=C1)C1=CC=CC=C1 (5-Biphenyl-4-yl-2-methanesulfonyl-1-(2-trimethylsilanyl-ethoxymethyl)-1H-benzoimidazole), [H-].[Na+] (NaH), Cl (HCl). Solvent: C1CCOC1 (THF), C1CCOC1 (THF), O (water), C(C)#N.O (ACN water). Conditions: time 10 minute. The product is C1(=CC=C(C=C1)C1=CC2=C(N(C(=N2)OCC(=O)O)COCC[Si](C)(C)C)C=C1)C1=CC=CC=C1 ([5-Biphenyl-4-yl-1-(2-trimethylsilanyl-ethoxymethyl)-1H-benzoimidazol-2-yloxy]-acetic acid). RXN SMILES: [H-].[Na+].C[O:4][C:5](=[O:8])[CH2:6][OH:7].[C:9]1([C:36]2[CH:41]=[CH:40][CH:39]=[CH:38][CH:37]=2)[CH:14]=[CH:13][C:12]([C:15]2[CH:35]=[CH:34][C:18]3[N:19]([CH2:26][O:27][CH2:28][CH2:29][Si:30]([CH3:33])([CH3:32])[CH3:31])[C:20](S(C)(=O)=O)=[N:21][C:17]=3[CH:16]=2)=[CH:11][CH:10]=1.Cl>C1COCC1.O.C(#N)C.O>[C:9]1([C:36]2[CH:37]=[CH:38][CH:39]=[CH:40][CH:41]=2)[CH:14]=[CH:13][C:12]([C:15]2[CH:35]=[CH:34][C:18]3[N:19]([CH2:26][O:27][CH2:28][CH2:29][Si:30]([CH3:33])([CH3:32])[CH3:31])[C:20]([O:7][CH2:6][C:5]([OH:4])=[O:8])=[N:21][C:17]=3[CH:16]=2)=[CH:11][CH:10]=1 |f:0.1,7.8|. Procedure: A 20 mL scintillation vial equipped with a septum cap and a magnetic stirring bar was charged under N2 with NaH (6.0 mg, 60% suspension in mineral oil, 0.15 mmol). A solution of hydroxyacetic acid methyl ester (18.0 mg, 0.200 mmol) in THF (2.0 mL) was added dropwise to the vial and the resulting mixture was stirred at rt for 10 min. Then, a solution of 5-biphenyl-4-yl-2-methanesulfonyl-1-(2-trimethylsilanyl-ethoxymethyl)-1H-benzoimidazole (compound 46-1, 51.3 mg, 0.100 mmol) in THF (1 mL) was ad... Starting materials: CCc1ccc(N)cc1, CCOC(C)=O, ClC(Cl)Cl, O=C1CCC(=O)N1Br. Yields the product CCc1ccc(N)c(Br)c1. Reaction SMILES: [CH2:1]([CH3:2])[c:3]1[cH:4][cH:5][c:6]([NH2:9])[cH:7][cH:8]1.[CH3:18][CH2:19][O:20][C:21]([CH3:22])=[O:23].[CH:24]([Cl:25])([Cl:26])[Cl:27].[O:10]=[C:11]1[N:12]([Br:17])[C:13](=[O:14])[CH2:15][CH2:16]1>>[CH2:1]([CH3:2])[c:3]1[cH:4][c:5]([Br:17])[c:6]([NH2:9])[cH:7][cH:8]1. The reactants are C(C)(=O)NC1=CC=C(C=O)C=C1 (p-acetamidobenzaldehyde), CC(=O)C (acetone), [OH-].[Na+] (NaOH). The solvent is CCO (EtOH), CCO (EtOH). Run at time 4 hour. Yields the product C(C)(=O)NC1=CC=C(C=C1)/C=C/C(/C=C/C1=CC=C(C=C1)NC(C)=O)=O (N-{4-[(1E,4E)-5-(4-Acetylamino-phenyl)-3-oxo-penta-1,4-dienyl]-phenyl}-acetamide). The yield is 53.0%. RXN SMILES: [C:1]([NH:4][C:5]1[CH:12]=[CH:11][C:8]([CH:9]=O)=[CH:7][CH:6]=1)(=[O:3])[CH3:2].[CH3:13][C:14]([CH3:16])=[O:15].[OH-:17].[Na+]>CCO>[C:1]([NH:4][C:5]1[CH:12]=[CH:11][C:8](/[CH:9]=[CH:13]/[C:14](=[O:15])/[CH:16]=[CH:9]/[C:8]2[CH:11]=[CH:12][C:5]([NH:4][C:1](=[O:17])[CH3:2])=[CH:6][CH:7]=2)=[CH:7][CH:6]=1)(=[O:3])[CH3:2] |f:2.3|. Reported procedure: A mixture of p-acetamidobenzaldehyde (8.15 g, 50 mmol) dissolved in 200 mL of hot EtOH) and acetone (1.8 mL, 25 mmol) was added dropwise to a solution of aq. NaOH solution (2 N, 25 mL) in EtOH (150 mL). The reaction mixture was stirred for 4 h at ambient temperature and the resulting orange precipitate was filtered, washed with water and dried in vacuo to afford NW270 as a bright yellow solid (4.6 g, 53%). mp: 253-255° C. 1H NMR (250 MHz, DMSO-d6) δ (ppm): 10.18 (s, 2H, NH), 7.81-7.58 (m, 10H, H...